Dataset: the Open Reaction Database (ORD), a public repository of structured organic reaction records. Task: describe an organic reaction: reactants, conditions, products, and yield Reaction SMILES: [C:40].[CH3:28][c:29]1[cH:30][cH:31][cH:32][cH:33][cH:34]1.[CH3:35][NH:36][CH3:37].[H:38][H:39].[OH2:42].[OH:1][c:2]1[c:3](-[n:18]2[n:19][c:20]3[c:21]([n+:22]2[O-:23])[cH:24][cH:25][cH:26][cH:27]3)[cH:4][c:5]([C:13]([CH3:14])([CH3:15])[CH2:16][CH3:17])[cH:6][c:7]1[C:8]([CH3:9])([CH3:10])[CH2:11][CH3:12].[Pd:41]>>[OH:1][c:2]1[c:3](-[n:18]2[n:19][c:20]3[c:21]([n:22]2)[cH:24][cH:25][cH:26][cH:27]3)[cH:4][c:5]([C:13]([CH3:14])([CH3:15])[CH2:16][CH3:17])[cH:6][c:7]1[C:8]([CH3:9])([CH3:10])[CH2:11][CH3:12]. Starting materials: C, Cc1ccccc1, CNC, [H][H], O, CCC(C)(C)c1cc(-n2nc3ccccc3[n+]2[O-])c(O)c(C(C)(C)CC)c1, [Pd]. Yields the product CCC(C)(C)c1cc(-n2nc3ccccc3n2)c(O)c(C(C)(C)CC)c1. The reactants are CCOC(=O)c1ccc(CC#N)cc1, Cc1cccc(C(O)c2ccccc2N2CCCCC2)c1, Clc1ccccc1Cl, O, O=S(=O)(O)O. The product is CCOC(=O)c1ccc(CC(=O)NC(c2cccc(C)c2)c2ccccc2N2CCCCC2)cc1. As a reaction SMILES: [C:22](#[N:23])[CH2:24][c:25]1[cH:26][cH:27][c:28]([C:29](=[O:30])[O:31][CH2:32][CH3:33])[cH:34][cH:35]1.[CH3:1][c:2]1[cH:3][c:4]([CH:8]([c:9]2[c:10]([N:15]3[CH2:16][CH2:17][CH2:18][CH2:19][CH2:20]3)[cH:11][cH:12][cH:13][cH:14]2)[OH:21])[cH:5][cH:6][cH:7]1.[Cl:42][c:43]1[cH:44][cH:45][cH:46][cH:47][c:48]1[Cl:49].[OH2:41].[S:36]([OH:37])(=[O:38])(=[O:39])[OH:40]>>[CH3:1][c:2]1[cH:3][c:4]([CH:8]([c:9]2[c:10]([N:15]3[CH2:16][CH2:17][CH2:18][CH2:19][CH2:20]3)[cH:11][cH:12][cH:13][cH:14]2)[NH:23][C:22]([CH2:24][c:25]2[cH:26][cH:27][c:28]([C:29](=[O:30])[O:31][CH2:32][CH3:33])[cH:34][cH:35]2)=[O:37])[cH:5][cH:6][cH:7]1.